From a dataset of the Open Reaction Database (ORD), a public repository of structured organic reaction records. describe an organic reaction: reactants, conditions, products, and yield Reactants: C(C)(=O)OC1=C(C=C(C2=CC=CC(=C12)C)C=O)C(C)C (4-acetoxy-3-isopropyl-5-methyl-1-naphthalenecarbaldehyde), C(=O)(OCC)C=P(C1=CC=CC=C1)(C1=CC=CC=C1)C1=CC=CC=C1 ((carbethoxymethylene)triphenylphosphorane), O1CCCC1 (tetrahydrofuran). Product: C(C)(=O)OC1=C(C=C(C2=CC=CC(=C12)C)/C=C/C(=O)OCC)C(C)C (ethyl (E)-3-(4-acetoxy-3-isopropyl-5-methyl-1-naphthyl)propenoate). RXN SMILES: [C:1]([O:4][C:5]1[C:14]2[C:9](=CC=[CH:12][C:13]=2[CH3:15])[C:8]([CH:16]=O)=[CH:7][C:6]=1[CH:18]([CH3:20])[CH3:19])(=[O:3])[CH3:2].[C:21]([CH:26]=P(C1C=CC=CC=1)(C1C=CC=CC=1)C1C=CC=CC=1)([O:23][CH2:24][CH3:25])=[O:22].O1CC[CH2:48][CH2:47]1>>[C:1]([O:4][C:5]1[C:14]2[C:9](=[CH:47][CH:48]=[CH:12][C:13]=2[CH3:15])[C:8](/[CH:16]=[CH:26]/[C:21]([O:23][CH2:24][CH3:25])=[O:22])=[CH:7][C:6]=1[CH:18]([CH3:19])[CH3:20])(=[O:3])[CH3:2]. Reported procedure: 0.5 g of 4-acetoxy-3-isopropyl-5-methyl-1-naphthalenecarbaldehyde and 11 g of (carbethoxymethylene)triphenylphosphorane were dissolved in 50 ml of tetrahydrofuran and refluxed for 1 hour. The reaction mixture was cooled to room temperature and concetrated in vacuo. The resultant residue was purified by silica gel column chromatography (10% ethyl acetate/hexane) to obtain 0.5 g of the titled compound as pale yellow crystals. Reactants: Cl(=O)(=O)(=O)O (perchloric acid), OC(C(=O)OC)C=1N=C(SC1)C1=CC=CC=C1 (methyl 2-hydroxy-2-(2-phenyl-1,3-thiazol-4-yl)acetate). Solvent: C(C)(=O)OC(C)(C)C (terbutyl acetate). Run at time 1 hour. Yields the product C(C)(C)(C)OC(C(=O)OC)C=1N=C(SC1)C1=CC=CC=C1 (methyl 2-(tert-butoxy)-2-(2-phenyl-1,3-thiazol-4-yl)acetate). Isolated yield 83.8%. As a reaction SMILES: Cl(O)(=O)(=O)=O.[OH:6][CH:7]([C:12]1[N:13]=[C:14]([C:17]2[CH:22]=[CH:21][CH:20]=[CH:19][CH:18]=2)[S:15][CH:16]=1)[C:8]([O:10][CH3:11])=[O:9]>C(OC(C)(C)C)(=O)C>[C:17]([O:6][CH:7]([C:12]1[N:13]=[C:14]([C:17]2[CH:22]=[CH:21][CH:20]=[CH:19][CH:18]=2)[S:15][CH:16]=1)[C:8]([O:10][CH3:11])=[O:9])([CH3:22])([CH3:18])[CH3:14]. Reported procedure: Under a nitrogen atmosphere, perchloric acid (70%, 4 mL) was added at −10° C. to a solution of methyl 2-hydroxy-2-(2-phenyl-1,3-thiazol-4-yl)acetate (6a) (800 mg, 3.2 mmol) in terbutyl acetate (25 mL). After 1 hour, the reaction was quenched with a saturated solution of sodium bicarbonate (20 mL) and extracted with dichloromethane (2×20 mL). The organic layer was washed with brine (10 mL), dried over sodium sulfate, filtered and evaporated under reduced pressure. The residue was purified by flas... Product: Cc1c(CCc2ccc(Cl)cc2)c[nH]c1C(=O)O. Reactants: C1COCCO1, CCOC(=O)c1[nH]cc(CCc2ccc(Cl)cc2)c1C, [Na+], [OH-], O. Reaction SMILES: [CH2:23]1[O:24][CH2:25][CH2:26][O:27][CH2:28]1.[CH2:3]([CH3:4])[O:5][C:6](=[O:7])[c:8]1[nH:9][cH:10][c:11]([CH2:14][CH2:15][c:16]2[cH:17][cH:18][c:19]([Cl:22])[cH:20][cH:21]2)[c:12]1[CH3:13].[Na+:2].[OH-:1].[OH2:29]>>[O:5]=[C:6]([OH:7])[c:8]1[nH:9][cH:10][c:11]([CH2:14][CH2:15][c:16]2[cH:17][cH:18][c:19]([Cl:22])[cH:20][cH:21]2)[c:12]1[CH3:13]. Starting materials: Cl.C(C1=CC=CC=C1)C1=C(NC2=C1C(=NC=C2)NCC2=CC=C(C=C2)Cl)C (3-benzyl-2-methyl-4-(4-chlorobenzylamino)-1H-pyrrolo[3,2-c]pyridine hydrochloride), C([O-])(O)=O.[Na+] (sodium bicarbonate). The product is C(C1=CC=CC=C1)C1=C(NC2=C1C(=NC=C2)NCC2=CC=C(C=C2)Cl)C (3-benzyl-2-methyl-4-(4-chlorobenzylamino)-1H-pyrrolo[3,2-c]pyridine). Yield: 54.2%. As a reaction SMILES: Cl.[CH2:2]([C:9]1[C:13]2[C:14]([NH:18][CH2:19][C:20]3[CH:25]=[CH:24][C:23]([Cl:26])=[CH:22][CH:21]=3)=[N:15][CH:16]=[CH:17][C:12]=2[NH:11][C:10]=1[CH3:27])[C:3]1[CH:8]=[CH:7][CH:6]=[CH:5][CH:4]=1.C(=O)(O)[O-].[Na+]>>[CH2:2]([C:9]1[C:13]2[C:14]([NH:18][CH2:19][C:20]3[CH:21]=[CH:22][C:23]([Cl:26])=[CH:24][CH:25]=3)=[N:15][CH:16]=[CH:17][C:12]=2[NH:11][C:10]=1[CH3:27])[C:3]1[CH:4]=[CH:5][CH:6]=[CH:7][CH:8]=1 |f:0.1,2.3|. Procedure details: The compound (30 mg, 0.12 mmol) prepared in Example 73 was treated with a saturated sodium bicarbonate solution to obtain 3-benzyl-2-methyl-4-(4-chlorobenzylamino)-1H-pyrrolo[3,2-c]pyridine (24 mg, 0.065 mmol). Sodium hydride (60%, 4.9 mg, 0.118 mmol) was added at room temperature to a solution of 3-benzyl-2-methyl-4-(4-chlorobenzylamino)-1H-pyrrolo[3,2-c]pyridine (24 mg, 0.065 mmol) in N,N-dimethylformamide (1 ml) and then the reaction mixture was stirred for 30 minutes. Iodomethane (0.007 ml, ... Reactants: CN(C)C=O, [H-], Ic1cn[nH]c1, Cc1ccc(S(=O)(=O)OC2CN3CCC2CC3)cc1, [Na+]. The product is Ic1cnn(C2CN3CCC2CC3)c1. RXN SMILES: [CH3:28][N:29]([CH3:30])[CH:31]=[O:32].[H-:1].[I:22][c:23]1[cH:24][n:25][nH:26][cH:27]1.[N:3]12[CH2:4][CH:5]([O:11][S:12]([c:13]3[cH:14][cH:15][c:16]([CH3:17])[cH:18][cH:19]3)(=[O:20])=[O:21])[CH:6]([CH2:7][CH2:8]1)[CH2:9][CH2:10]2.[Na+:2]>>[N:3]12[CH2:4][CH:5]([n:25]3[cH:24][c:23]([I:22])[cH:27][n:26]3)[CH:6]([CH2:7][CH2:8]1)[CH2:9][CH2:10]2. Yields the product C(C)OC(=O)C=1N=CN(C1)C1=C(C=CC=C1OCC1=CC=CC=C1)OCC1=CC=CC=C1 (1-(2,6-Dibenzyloxyphenyl)imidazole-4-carboxylic Acid Ethyl Ester). Run in C(C)(C)O (isopropanol). Starting materials: C(C)OC(=O)C=1N=CN(C1)C1=C(C=CC=C1O)O (1-(2,6-Dihydroxyphenyl)imidazole-4-carboxylic Acid Ethyl Ester), C(C1=CC=CC=C1)Cl (benzyl chloride). Procedure details: by reaction of the compound produced in Example 2 with benzyl chloride; mp: 125°-126° C. (isopropanol). Reaction SMILES: [CH2:1]([O:3][C:4]([C:6]1[N:7]=[CH:8][N:9]([C:11]2[C:16]([OH:17])=[CH:15][CH:14]=[CH:13][C:12]=2[OH:18])[CH:10]=1)=[O:5])[CH3:2].[CH2:19](Cl)[C:20]1[CH:25]=[CH:24][CH:23]=[CH:22][CH:21]=1>C(O)(C)C>[CH2:1]([O:3][C:4]([C:6]1[N:7]=[CH:8][N:9]([C:11]2[C:16]([O:17][CH2:19][C:20]3[CH:25]=[CH:24][CH:23]=[CH:22][CH:21]=3)=[CH:15][CH:14]=[CH:13][C:12]=2[O:18][CH2:19][C:20]2[CH:25]=[CH:24][CH:23]=[CH:22][CH:21]=2)[CH:10]=1)=[O:5])[CH3:2]. Starting materials: O=C(N=C=S)c1ccccc1, COC(=O)c1cc2ccccc2n1N, C1CCOC1. Product: COC(=O)c1cc2ccccc2n1NC(=S)NC(=O)c1ccccc1. RXN SMILES: [C:15]([c:16]1[cH:17][cH:18][cH:19][cH:20][cH:21]1)(=[O:22])[N:23]=[C:24]=[S:25].[CH3:1][O:2][C:3](=[O:4])[c:5]1[n:6]([NH2:14])[c:7]2[cH:8][cH:9][cH:10][cH:11][c:12]2[cH:13]1.[O:26]1[CH2:27][CH2:28][CH2:29][CH2:30]1>>[CH3:1][O:2][C:3](=[O:4])[c:5]1[n:6]([NH:14][C:24]([NH:23][C:15]([c:16]2[cH:17][cH:18][cH:19][cH:20][cH:21]2)=[O:22])=[S:25])[c:7]2[cH:8][cH:9][cH:10][cH:11][c:12]2[cH:13]1. The reactants are COC(=O)C=1C=CC(=NC1)C(=O)O (5-(methoxycarbonyl)picolinic acid), C(C)(C)(C)N (tert-butylamine), C(C)(C)(C)NC(=O)C1=NC=C(C(=O)OC)C=C1 (methyl 6-(tert-butylcarbamoyl)nicotinate). The product is C(C)(C)(C)NC(=O)C1=NC=C(C(=O)O)C=C1 (6-(tert-butylcarbamoyl)nicotinic acid). RXN SMILES: COC(C1C=CC(C(O)=O)=NC=1)=O.C(N)(C)(C)C.[C:19]([NH:23][C:24]([C:26]1[CH:35]=[CH:34][C:29]([C:30]([O:32]C)=[O:31])=[CH:28][N:27]=1)=[O:25])([CH3:22])([CH3:21])[CH3:20]>>[C:19]([NH:23][C:24]([C:26]1[CH:35]=[CH:34][C:29]([C:30]([OH:32])=[O:31])=[CH:28][N:27]=1)=[O:25])([CH3:22])([CH3:20])[CH3:21]. Procedure details: 250 mg of 5-(methoxycarbonyl)picolinic acid was coupled to tert-butylamine via Procedure G. Crude methyl 6-(tert-butylcarbamoyl)nicotinate was hydrolyzed via Procedure M to yield 250 mg of 6-(tert-butylcarbamoyl)nicotinic acid. 60 mg of 4-chloro-3-(pyridin-2-yl)aniline was coupled to 6-(tert-butylcarbamoyl)nicotinic acid via Procedure G. The crude product was purified by reverse phase HPLC to yield N2-tert-butyl-N5-(4-chloro-3-(pyridin-2-yl)phenyl)pyridine-2,5-dicarboxamide. MS (Q1) 409 (M)+. Reactants: CO, CCOC(=O)C1=Cc2cc(Cl)ccc2NC1C(F)(F)F, [Na+], C1CCOC1, [OH-], O. Product: O=C(O)C1=Cc2cc(Cl)ccc2NC1C(F)(F)F. Reaction SMILES: [CH3:23][OH:24].[Cl:1][c:2]1[cH:3][c:4]2[c:9]([cH:10][cH:11]1)[NH:8][CH:7]([C:12]([F:13])([F:14])[F:15])[C:6]([C:16](=[O:17])[O:18][CH2:19][CH3:20])=[CH:5]2.[Na+:22].[O:26]1[CH2:27][CH2:28][CH2:29][CH2:30]1.[OH-:21].[OH2:25]>>[Cl:1][c:2]1[cH:3][c:4]2[c:9]([cH:10][cH:11]1)[NH:8][CH:7]([C:12]([F:13])([F:14])[F:15])[C:6]([C:16](=[O:17])[OH:18])=[CH:5]2. Reactants: [N-]=[N+]=[N-], [Na+], CN(C)C=O, O, CC(Cl)c1ccsc1. The product is CC(N=[N+]=[N-])c1ccsc1. As a reaction SMILES: [N-:10]=[N+:11]=[N-:12].[Na+:9].[O:14]=[CH:15][N:16]([CH3:17])[CH3:18].[OH2:13].[s:1]1[cH:2][c:3]([CH:6]([CH3:7])[Cl:8])[cH:4][cH:5]1>>[s:1]1[cH:2][c:3]([CH:6]([CH3:7])[N:10]=[N+:11]=[N-:12])[cH:4][cH:5]1.